From a dataset of the Open Reaction Database (ORD), a public repository of structured organic reaction records. describe an organic reaction: reactants, conditions, products, and yield Starting materials: C(C)OC(=O)[C@@]12NC([C@@H]3C[C@H](C[C@H]3C(N(CCCCC\C=C/[C@@H]2C1)NC(=O)OC(C)(C)C)=O)OC1=CC(=NC2=CC(=CC=C12)OC)C1=CC=CC=C1)=O ((Z)-(1R,4R,6S,16R,18R)-14-tert-Butoxycarbonylamino-18-(7-methoxy-2-phenyl-quinolin-4-yloxy)-2,15-dioxo-3,14-diaza-tricyclo[14.3.0.04,6]nonadec-7-ene-4-carboxylic acid ethyl ester), [Li+].[OH-] (LiOH). Run in C1CCOC1.CO.O (THF MeOH H2O). Conditions: time 1 hour. The product is C(C)(C)(C)OC(=O)NN1CCCCC\C=C/[C@@H]2C[C@]2(NC([C@@H]2C[C@H](C[C@H]2C1=O)OC1=CC(=NC2=CC(=CC=C12)OC)C1=CC=CC=C1)=O)C(=O)O ((Z)-(1R,4R,6S,16R,18R)-14-tert-Butoxycarbonylamino-18-(7-methoxy-2-phenyl-quinolin-4-yloxy)-2,15-dioxo-3,14-diaza-tricyclo[14.3.0.04,6]nonadec-7-ene-4-carboxylic acid). Isolated yield 46.4%. As a reaction SMILES: C([O:3][C:4]([C@@:6]12[CH2:24][C@H:23]1[CH:22]=[CH:21][CH2:20][CH2:19][CH2:18][CH2:17][CH2:16][N:15]([NH:25][C:26]([O:28][C:29]([CH3:32])([CH3:31])[CH3:30])=[O:27])[C:14](=[O:33])[C@H:13]1[C@@H:9]([CH2:10][C@@H:11]([O:34][C:35]3[C:44]4[C:39](=[CH:40][C:41]([O:45][CH3:46])=[CH:42][CH:43]=4)[N:38]=[C:37]([C:47]4[CH:52]=[CH:51][CH:50]=[CH:49][CH:48]=4)[CH:36]=3)[CH2:12]1)[C:8](=[O:53])[NH:7]2)=[O:5])C.[Li+].[OH-]>C1COCC1.CO.O>[C:29]([O:28][C:26]([NH:25][N:15]1[C:14](=[O:33])[C@H:13]2[C@@H:9]([CH2:10][C@@H:11]([O:34][C:35]3[C:44]4[C:39](=[CH:40][C:41]([O:45][CH3:46])=[CH:42][CH:43]=4)[N:38]=[C:37]([C:47]4[CH:52]=[CH:51][CH:50]=[CH:49][CH:48]=4)[CH:36]=3)[CH2:12]2)[C:8](=[O:53])[NH:7][C@@:6]2([C:4]([OH:5])=[O:3])[C@@H:23]([CH2:24]2)[CH:22]=[CH:21][CH2:20][CH2:19][CH2:18][CH2:17][CH2:16]1)=[O:27])([CH3:32])([CH3:30])[CH3:31] |f:1.2,3.4.5|. Procedure: To a solution of 49 (27 mg, 0.037 mmol) in THF/MeOH/H2O 2:1:1 (5 mL) was added 1 M LiOH (300 μL, 0.300 mmol). The solution was stirred for 24 h at room temperature and finally for one hour at reflux. After acidification to pH 3-4 with 1 M HCl and evaporation the residue was purified by HPLC (MeOH/H2O 80:20 and MeOH/H2O 90:10) providing 50 (12 mg, 46%) as a colorless solid.